This data is from the Open Reaction Database (ORD), a public repository of structured organic reaction records. The task is: describe an organic reaction: reactants, conditions, products, and yield Reactants: OC=1C=C(CO)C=CC1[N+](=O)[O-] (3-hydroxy-4-nitrobenzyl alcohol), C([O-])([O-])=O.[K+].[K+] (potassium carbonate), C1(CCCC1)Br (cyclopentyl bromide). Solvent: CN(C=O)C (N,N-dimethylformamide). Conditions: temperature 50 celsius. Yields the product C1(CCCC1)OC=1C=C(CO)C=CC1[N+](=O)[O-] (3-cyclopentoxy-4-nitrobenzyl alcohol). RXN SMILES: [OH:1][C:2]1[CH:3]=[C:4]([CH:7]=[CH:8][C:9]=1[N+:10]([O-:12])=[O:11])[CH2:5][OH:6].C(=O)([O-])[O-].[K+].[K+].[CH:19]1(Br)[CH2:23][CH2:22][CH2:21][CH2:20]1>CN(C)C=O>[CH:19]1([O:1][C:2]2[CH:3]=[C:4]([CH:7]=[CH:8][C:9]=2[N+:10]([O-:12])=[O:11])[CH2:5][OH:6])[CH2:23][CH2:22][CH2:21][CH2:20]1 |f:1.2.3|. Reported procedure: To a solution of 9.6 g (56.5 mmol) of 3-hydroxy-4-nitrobenzyl alcohol in 960 mL of dry N,N-dimethylformamide under a nitrogen atmosphere was added 11.7 g (83.6 mmol) of anhydrous potassium carbonate followed by 18.1 mL (169.0 mmol) of cyclopentyl bromide. The reaction mixture was warmed to 50° C. for 24 hours after which time the mixture was cooled to room temperature and concentrated to a dark brown residue under high vacuum. The residue was dissolved in 500 mL of chloroform, washed with two, 5... Starting materials: CC(=O)O, C=C(OCC)c1ccc2ncc(Cc3ccc4c(cnn4C)c3)n2n1, Cl. The product is CC(=O)c1ccc2ncc(Cc3ccc4c(cnn4C)c3)n2n1. As a reaction SMILES: [C:27]([OH:28])(=[O:29])[CH3:30].[CH2:1]([CH3:2])[O:3][C:4](=[CH2:5])[c:6]1[cH:7][cH:8][c:9]2[n:10]([n:11]1)[c:12]([CH2:15][c:16]1[cH:17][c:18]3[cH:19][n:20][n:21]([CH3:25])[c:22]3[cH:23][cH:24]1)[cH:13][n:14]2.[ClH:26]>>[O:3]=[C:4]([CH3:5])[c:6]1[cH:7][cH:8][c:9]2[n:10]([n:11]1)[c:12]([CH2:15][c:16]1[cH:17][c:18]3[cH:19][n:20][n:21]([CH3:25])[c:22]3[cH:23][cH:24]1)[cH:13][n:14]2. Reactants: C1(CC1)C=1N=CC(=NC1)O[C@@H]1C[C@@H]2N(CCN(C2)C(C(C2=CC(=CC=C2)C(F)(F)F)NC(OC(C)(C)C)=O)=O)C1 (tert-butyl {2-[(7R,8aS)-7-[(5-cyclopropylpyrazin-2-yl)oxy]hexahydro-pyrrolo[1,2-a]pyrazin-2(1H)-yl]-2-oxo-1-[3-(trifluoromethyl)phenyl]ethyl}carbamate), C1(CC1)C=1N=CC(=NC1)O[C@@H]1C[C@@H]2N(CCN(C2)C(C(C2=CC=C(C=C2)C(F)(F)F)NC(OC(C)(C)C)=O)=O)C1 (tert-butyl {2-[(7R,8aS)-7-[(5-cyclopropylpyrazin-2-yl)oxy]hexahydro-pyrrolo[1,2-a]pyrazin-2(1H)-yl]-2-oxo-1-[4-(trifluoromethyl)phenyl]ethyl}carbamate). Product: NC(C(=O)N1C[C@H]2N(CC1)C[C@@H](C2)OC2=NC=C(N=C2)C2CC2)C2=CC(=CC=C2)C(F)(F)F (2-amino-1-[(7R,8aS)-7-[(5-cyclopropylpyrazin-2-yl)oxy]hexahydro-pyrrolo[1,2-a]pyrazin-2(1H)-yl]-2-[3-(trifluoromethyl)phenyl]ethanone). As a reaction SMILES: [CH:1]1([C:4]2[N:5]=[CH:6][C:7]([O:10][C@H:11]3[CH2:40][N:14]4[CH2:15][CH2:16][N:17]([C:19](=[O:39])[CH:20]([NH:31]C(=O)OC(C)(C)C)[C:21]5[CH:26]=[CH:25][CH:24]=[C:23]([C:27]([F:30])([F:29])[F:28])[CH:22]=5)[CH2:18][C@@H:13]4[CH2:12]3)=[N:8][CH:9]=2)[CH2:3][CH2:2]1.C1(C2N=CC(O[C@H]3CN4CCN(C(=O)C(NC(=O)OC(C)(C)C)C5C=CC(C(F)(F)F)=CC=5)C[C@@H]4C3)=NC=2)CC1>>[NH2:31][CH:20]([C:21]1[CH:26]=[CH:25][CH:24]=[C:23]([C:27]([F:28])([F:30])[F:29])[CH:22]=1)[C:19]([N:17]1[CH2:16][CH2:15][N:14]2[CH2:40][C@H:11]([O:10][C:7]3[CH:6]=[N:5][C:4]([CH:1]4[CH2:3][CH2:2]4)=[CH:9][N:8]=3)[CH2:12][C@H:13]2[CH2:18]1)=[O:39]. Procedure details: The title compound was prepared according to the procedure described for Example 206, substituting the product from Example 180 for the product from Example 181. 1H NMR (300 MHz, DMSO-d6) δ ppm 0.76-1.04 (m, 4 H) 1.91-4.91 (m, 12 H) 5.27-5.61 (m, 1 H) 5.65-5.96 (m, 1 H) 7.65-8.01 (m, 4 H) 8.06-8.22 (m, 2 H) 8.67-8.99 (m, 3 H) 11.27-11.94 (m, 1 H); MS (APCI) m/z 462 (M+H)+.